From a dataset of the Open Reaction Database (ORD), a public repository of structured organic reaction records. describe an organic reaction: reactants, conditions, products, and yield Procedure details: The title compound was prepared by substituting 4-hydroxybenzaldehyde for 4′-chlorobiphenyl-2-carboxaldehyde and dimethylamine for tert-butyl piperazine-1-carboxylate in EXAMPLE 1A. The reactants are ClC1=CC=C(C=C1)C=1C(=CC=CC1)C=O (4′-chlorobiphenyl-2-carboxaldehyde), CNC (dimethylamine), N1(CCNCC1)C(=O)OC(C)(C)C (tert-butyl piperazine-1-carboxylate). Yields the product CN(C)CC1=CC=C(C=C1)O (4-((dimethylamino)methyl)phenol). RXN SMILES: Cl[C:2]1[CH:7]=[CH:6][C:5]([C:8]2C(C=O)=CC=CC=2)=[CH:4][CH:3]=1.[CH3:16][NH:17][CH3:18].N1(C(OC(C)(C)C)=[O:26])CCNCC1>>[CH3:16][N:17]([CH2:8][C:5]1[CH:6]=[CH:7][C:2]([OH:26])=[CH:3][CH:4]=1)[CH3:18]. Reactants: BrB(Br)Br, COc1ccc(S(=O)(=O)N2c3ccc(Br)cc3-c3ccccc3C2C)cc1F, C1=CCCCC1, ClCCl. Product: CC1c2ccccc2-c2cc(Br)ccc2N1S(=O)(=O)c1ccc(O)c(F)c1. RXN SMILES: [B:35]([Br:36])([Br:37])[Br:38].[Br:1][c:2]1[cH:3][c:4]2[c:13]([cH:14][cH:15]1)[N:12]([S:16](=[O:17])(=[O:18])[c:19]1[cH:20][c:21]([F:27])[c:22]([O:25][CH3:26])[cH:23][cH:24]1)[CH:11]([CH3:28])[c:10]1[c:5]-2[cH:6][cH:7][cH:8][cH:9]1.[CH2:29]1[CH2:30][CH:31]=[CH:32][CH2:33][CH2:34]1.[Cl:39][CH2:40][Cl:41]>>[Br:1][c:2]1[cH:3][c:4]2[c:13]([cH:14][cH:15]1)[N:12]([S:16](=[O:17])(=[O:18])[c:19]1[cH:20][c:21]([F:27])[c:22]([OH:25])[cH:23][cH:24]1)[CH:11]([CH3:28])[c:10]1[c:5]-2[cH:6][cH:7][cH:8][cH:9]1. Reactants: C1(=CC=C(C=C1)C1=C(C=C2C(=N1)N=C(N2COCC[Si](C)(C)C)S(=O)(=O)C)Cl)C2=CC=CC=C2 (5-([1,1′-biphenyl]-4-yl)-6-chloro-2-(methylsulfonyl)-1-((2-(trimethylsilyl)ethoxy)methyl)-1H-imidazo[4,5-b]pyridine), C1(=CC=CC=C1)C1OC[C@@H]2[C@@H](O1)[C@@H]([C@H](CO2)O)O ((4aR,7S,8R,8aS)-2-phenylhexahydropyrano[3,2-d][1,3]dioxine-7,8-diol), C([O-])([O-])=O.[Cs+].[Cs+] (cesium carbonate), O (water). The solvent is CN(C)C=O (DMF). Reaction conditions: time 1.5 hour. Product: C1(=CC=C(C=C1)C1=C(C=C2C(=N1)N=C(N2)O[C@@H]2[C@H]([C@@H]([C@H](OC2)CO)O)O)Cl)C2=CC=CC=C2 ((2R,3 S,4S,5 S)-5-((5-([1,1′-biphenyl]-4-yl)-6-chloro-1H-imidazo[4,5-b]pyridin-2-yl)oxy)-2-(hydroxymethyl)tetrahydro-2H-pyran-3,4-diol). RXN SMILES: [C:1]1([C:29]2[CH:34]=[CH:33][CH:32]=[CH:31][CH:30]=2)[CH:6]=[CH:5][C:4]([C:7]2[N:12]=[C:11]3[N:13]=[C:14](S(C)(=O)=O)[N:15](COCC[Si](C)(C)C)[C:10]3=[CH:9][C:8]=2[Cl:28])=[CH:3][CH:2]=1.C1(C2[O:46][C@H:45]3[C@H:47]([OH:52])[C@@H:48]([OH:51])[CH2:49][O:50][C@@H:44]3[CH2:43][O:42]2)C=CC=CC=1.C(=O)([O-])[O-].[Cs+].[Cs+].O>CN(C=O)C>[C:1]1([C:29]2[CH:34]=[CH:33][CH:32]=[CH:31][CH:30]=2)[CH:6]=[CH:5][C:4]([C:7]2[N:12]=[C:11]3[N:13]=[C:14]([O:51][C@H:48]4[CH2:49][O:50][C@H:44]([CH2:43][OH:42])[C@@H:45]([OH:46])[C@@H:47]4[OH:52])[NH:15][C:10]3=[CH:9][C:8]=2[Cl:28])=[CH:3][CH:2]=1 |f:2.3.4|. Procedure details: To a solution of 5-([1,1′-biphenyl]-4-yl)-6-chloro-2-(methylsulfonyl)-1-((2-(trimethylsilyl)ethoxy)methyl)-1H-imidazo[4,5-b]pyridine (333 mg, 0.648 mmol) in anhydrous DMF (4.0 mL) under nitrogen at room temperature was added (4aR,7S,8R,8aS)-2-phenylhexahydropyrano[3,2-d][1,3]dioxine-7,8-diol (196 mg, 0.777 mmol) and cesium carbonate (633 mg, 1.943 mmol). After stirring at room temperature for 1.5 h, the mixture was poured into water (50 mL) and extracted with ethyl acetate (2×70 mL). The combine... Starting materials: N#Cc1cccc(Nc2c(C#N)cnc3ccc([N+](=O)[O-])cc23)c1, CCO, NN. The product is N#Cc1cccc(Nc2c(C#N)cnc3ccc(N)cc23)c1. RXN SMILES: [C:1](#[N:2])[c:3]1[cH:4][c:5]([NH:9][c:10]2[c:11]([C:23]#[N:24])[cH:12][n:13][c:14]3[cH:15][cH:16][c:17]([N+:20]([O-:21])=[O:22])[cH:18][c:19]23)[cH:6][cH:7][cH:8]1.[CH3:27][CH2:28][OH:29].[NH2:25][NH2:26]>>[C:1](#[N:2])[c:3]1[cH:4][c:5]([NH:9][c:10]2[c:11]([C:23]#[N:24])[cH:12][n:13][c:14]3[cH:15][cH:16][c:17]([NH2:20])[cH:18][c:19]23)[cH:6][cH:7][cH:8]1. The reactants are CO[C@@H]1CNCC[C@@H]1NC(OCC1=CC=CC=C1)=O (Benzyl cis(±)-(3-methoxypiperidin-4-yl)-carbamate), C(=S)(N1C=NC=C1)N1C=NC=C1 (1,1′-Thiocarbonyldiimidazole), Cl (hydrochloric acid). Run in C1CCOC1 (THF). Reaction conditions: time 1.5 hour. Yields the product N1(C=NC=C1)C(=S)N1C[C@H]([C@H](CC1)NC(OCC1=CC=CC=C1)=O)OC (Benzyl cis(±)-[1-(1H-imidazol-1-ylthiocarbonyl)-3-methoxypiperidin-4-yl]-carbamate). As a reaction SMILES: [CH3:1][O:2][C@H:3]1[C@@H:8]([NH:9][C:10](=[O:19])[O:11][CH2:12][C:13]2[CH:18]=[CH:17][CH:16]=[CH:15][CH:14]=2)[CH2:7][CH2:6][NH:5][CH2:4]1.[C:20](N1C=CN=C1)([N:22]1[CH:26]=[CH:25][N:24]=[CH:23]1)=[S:21].Cl>C1COCC1>[N:22]1([C:20]([N:5]2[CH2:6][CH2:7][C@H:8]([NH:9][C:10](=[O:19])[O:11][CH2:12][C:13]3[CH:18]=[CH:17][CH:16]=[CH:15][CH:14]=3)[C@H:3]([O:2][CH3:1])[CH2:4]2)=[S:21])[CH:26]=[CH:25][N:24]=[CH:23]1. Reported procedure: Benzyl cis(±)-4-(3-methoxypiperidin-4-yl)-carbamate obtained by the method described in Example (40b) (735 mg, 1.37 mmol) was dissolved in THF (8 mL). 1,1′-Thiocarbonyldiimidazole (270 mg, 1.36 mmol) was added, and the mixture was stirred for 1.5 hours. 0.5 M hydrochloric acid was added to the reaction solution, followed by extraction with ethyl acetate and dichloromethane. The organic layer was dried over anhydrous sodium sulfate and then concentrated under reduced pressure. The resulting compo... Yield: 77.0%. Run in CN(C=O)C (N,N-dimethylformamide). Reported procedure: To a solution of methyl 5,6-dimethoxy-3-(3,4-dimethoxyphenyl)indole-2-carboxylate (7.5 g) in N,N-dimethylformamide (100 ml) was added oily sodium hydride (60%, 1.6 g) and the mixture was stirred for 30 minutes at room temperature. After dropwise addition of ethyl iodide (4.8 ml), the reaction mixture was further stirred for 2 hours at room temperature, poured into water and extracted with ethyl acetate. The ethyl acetate layer was washed with water, dried (MgSO4) and concentrated. The precipitat... Product: C(C)N1C(=C(C2=CC(=C(C=C12)OC)OC)C1=CC(=C(C=C1)OC)OC)C(=O)OC (methyl 1-ethyl-5,6-dimethoxy-3-(3,4-dimethoxyphenyl)indole-2-carboxylate). RXN SMILES: [CH3:1][O:2][C:3]1[CH:4]=[C:5]2[C:9](=[CH:10][C:11]=1[O:12][CH3:13])[NH:8][C:7]([C:14]([O:16][CH3:17])=[O:15])=[C:6]2[C:18]1[CH:23]=[CH:22][C:21]([O:24][CH3:25])=[C:20]([O:26][CH3:27])[CH:19]=1.[H-].[Na+].[CH2:30](I)[CH3:31].O>CN(C)C=O>[CH2:30]([N:8]1[C:9]2[C:5](=[CH:4][C:3]([O:2][CH3:1])=[C:11]([O:12][CH3:13])[CH:10]=2)[C:6]([C:18]2[CH:23]=[CH:22][C:21]([O:24][CH3:25])=[C:20]([O:26][CH3:27])[CH:19]=2)=[C:7]1[C:14]([O:16][CH3:17])=[O:15])[CH3:31] |f:1.2|. Reaction conditions: time 30 minute. The reactants are COC=1C=C2C(=C(NC2=CC1OC)C(=O)OC)C1=CC(=C(C=C1)OC)OC (methyl 5,6-dimethoxy-3-(3,4-dimethoxyphenyl)indole-2-carboxylate), [H-].[Na+] (sodium hydride), O (water), C(C)I (ethyl iodide). Starting materials: C(C)(=O)N1CCC(CC1)C(=O)N1C[C@H]([C@@H](CC1)NC)C1=CC(=C(C=C1)Cl)Cl ((3R,4R)-1-[(1-acetylpiperidin-4-yl)carbonyl]-3-(3,4-dichlorophenyl)-N-methylpiperidin-4-amine), CC1=C(N=C(S1)C1=CC=CC=C1)C(=O)O (5-methyl-2-phenyl-1,3-thiazole-4-carboxylic acid). The product is C(C)(=O)N1CCC(CC1)C(=O)N1C[C@H]([C@@H](CC1)N(C(=O)C=1N=C(SC1C)C1=CC=CC=C1)C)C1=CC(=C(C=C1)Cl)Cl (N-[(3R,4R)-1-[(1-acetylpiperidin-4-yl)carbonyl]-3-(3,4-dichlorophenyl)piperidin-4-yl]-N,5-dimethyl-2-phenyl-1,3-thiazole-4-carboxamide). As a reaction SMILES: [C:1]([N:4]1[CH2:9][CH2:8][CH:7]([C:10]([N:12]2[CH2:17][CH2:16][C@@H:15]([NH:18][CH3:19])[C@H:14]([C:20]3[CH:25]=[CH:24][C:23]([Cl:26])=[C:22]([Cl:27])[CH:21]=3)[CH2:13]2)=[O:11])[CH2:6][CH2:5]1)(=[O:3])[CH3:2].[CH3:28][C:29]1[S:33][C:32]([C:34]2[CH:39]=[CH:38][CH:37]=[CH:36][CH:35]=2)=[N:31][C:30]=1[C:40]([OH:42])=O>>[C:1]([N:4]1[CH2:5][CH2:6][CH:7]([C:10]([N:12]2[CH2:17][CH2:16][C@@H:15]([N:18]([CH3:19])[C:40]([C:30]3[N:31]=[C:32]([C:34]4[CH:35]=[CH:36][CH:37]=[CH:38][CH:39]=4)[S:33][C:29]=3[CH3:28])=[O:42])[C@H:14]([C:20]3[CH:25]=[CH:24][C:23]([Cl:26])=[C:22]([Cl:27])[CH:21]=3)[CH2:13]2)=[O:11])[CH2:8][CH2:9]1)(=[O:3])[CH3:2]. Procedure: Using the compound obtained in Example 78 and 5-methyl-2-phenyl-1,3-thiazole-4-carboxylic acid, and by the reaction and purification in the same manner as in Example 3, the title compound was obtained. Starting materials: COC(NC(C(C)C)C(=O)N1C(CCC1)C=1NC(=CN1)C1=CC=C(C=C1)B1OC(C(O1)(C)C)(C)C)=O ([2-Methyl-1-(2-{5-[4-(4,4,5,5-tetramethyl-[1,3,2]dioxaborolan-2-yl)-phenyl]-1H-imidazol-2-yl}-pyrrolidine-1-carbonyl)-propyl]-carbamic acid methyl ester), C(C)(C)(C)OC(=O)N1C2CCC(C1C(=O)O)C2 (2-Aza-bicyclo[2.2.1]heptane-2,3-dicarboxylic acid 2-tert-butyl ester). Yields the product COC(NC(C(C)C)C(=O)N1C2CCC(C1C=1NC(=CN1)C1=CC=C(C=C1)B1OC(C(O1)(C)C)(C)C)C2)=O ([2-Methyl-1-(3-{5-[4-(4,4,5,5-tetramethyl-[1,3,2]dioxaborolan-2-yl)-phenyl]-1H-imidazol-2-yl}-2-aza-bicyclo[2.2.1]heptane-2-carbonyl)-propyl]-carbamic acid methyl ester). Reaction SMILES: [CH3:1][O:2][C:3](=[O:36])[NH:4][CH:5]([C:9]([N:11]1[CH2:15][CH2:14][CH2:13][CH:12]1[C:16]1[NH:17][C:18]([C:21]2[CH:26]=[CH:25][C:24]([B:27]3[O:31][C:30]([CH3:33])([CH3:32])[C:29]([CH3:35])([CH3:34])[O:28]3)=[CH:23][CH:22]=2)=[CH:19][N:20]=1)=[O:10])[CH:6]([CH3:8])[CH3:7].[C:37](OC(N1C(C(O)=O)C2CC1CC2)=O)(C)(C)[CH3:38]>>[CH3:1][O:2][C:3](=[O:36])[NH:4][CH:5]([C:9]([N:11]1[CH:12]([C:16]2[NH:17][C:18]([C:21]3[CH:22]=[CH:23][C:24]([B:27]4[O:28][C:29]([CH3:34])([CH3:35])[C:30]([CH3:33])([CH3:32])[O:31]4)=[CH:25][CH:26]=3)=[CH:19][N:20]=2)[CH:13]2[CH2:14][CH:15]1[CH2:37][CH2:38]2)=[O:10])[CH:6]([CH3:8])[CH3:7]. Procedure: This compound was synthesized using the procedure used to make [2-Methyl-1-(2-{5-[4-(4,4,5,5-tetramethyl-[1,3,2]dioxaborolan-2-yl)-phenyl]-1H-imidazol-2-yl}-pyrrolidine-1-carbonyl)-propyl]-carbamic acid methyl ester using 2-Aza-bicyclo[2.2.1]heptane-2,3-dicarboxylic acid 2-tert-butyl ester. LCMS-ESI+: calc'd for C28H39BN4O5: 522.30 (M+); Found: 523.31 (M+H+).